Task: describe an organic reaction: reactants, conditions, products, and yield. Dataset: the Open Reaction Database (ORD), a public repository of structured organic reaction records Run in FC(C(=O)O)(F)F (triflouroacetic acid), ClCCl (dichloromethane). RXN SMILES: [CH2:1]([O:8][C:9]([N:11]1[C:15]2[CH:16]=[N:17][CH:18]=[C:19]([O:20][CH:21]3[CH2:26][CH2:25][N:24](C(OC(C)(C)C)=O)[CH2:23][CH2:22]3)[C:14]=2[C:13]2[CH:34]=[C:35]([Br:38])[CH:36]=[N:37][C:12]1=2)=[O:10])[C:2]1[CH:7]=[CH:6][CH:5]=[CH:4][CH:3]=1>FC(F)(F)C(O)=O.ClCCl>[CH2:1]([O:8][C:9]([N:11]1[C:15]2[CH:16]=[N:17][CH:18]=[C:19]([O:20][CH:21]3[CH2:26][CH2:25][NH:24][CH2:23][CH2:22]3)[C:14]=2[C:13]2[CH:34]=[C:35]([Br:38])[CH:36]=[N:37][C:12]1=2)=[O:10])[C:2]1[CH:7]=[CH:6][CH:5]=[CH:4][CH:3]=1. Product: C(C1=CC=CC=C1)OC(=O)N1C2=C(C3=C1C=NC=C3OC3CCNCC3)C=C(C=N2)Br (3-Bromo-5-(piperidin-4-yloxy)-dipyrido[2,3-b;4′,3′-d]pyrrole-9-carboxylic acid benzyl ester). The reactants are C(C1=CC=CC=C1)OC(=O)N1C2=C(C3=C1C=NC=C3OC3CCN(CC3)C(=O)OC(C)(C)C)C=C(C=N2)Br (3-bromo-5-(1-tert-butoxycarbonyl-piperidin-4-yloxy)dipyrido[2,3-b;4′,3′-d]pyrrole-9-carboxylic acid benzyl ester). Conditions: time 15 minute. The yield is 41.6%. Reported procedure: A solution of 3-bromo-5-(1-tert-butoxycarbonyl-piperidin-4-yloxy)dipyrido[2,3-b;4′,3′-d]pyrrole-9-carboxylic acid benzyl ester (0.34 g, 0.59 mmol) in triflouroacetic acid (2 mL) and dichloromethane (4 mL) was allowed to stir at ambient temperature for 15 minutes. The solvent was evaporated and the resultant residue was treated with saturated sodium hydrogen carbonate solution (20 mL) and extracted with dichloromethane (3×30 mL). The combined organic phase was dried (Na2SO4), filtered and evapora...